From a dataset of the Open Reaction Database (ORD), a public repository of structured organic reaction records. describe an organic reaction: reactants, conditions, products, and yield Starting materials: CC(C)=O, CCOCC, O=Cc1ccc(O)c(Cl)c1, CI. Product: COc1ccc(C=O)cc1Cl. As a reaction SMILES: [CH3:13][C:14](=[O:15])[CH3:16].[CH3:17][CH2:18][O:19][CH2:20][CH3:21].[Cl:1][c:2]1[cH:3][c:4]([CH:5]=[O:6])[cH:7][cH:8][c:9]1[OH:10].[I:11][CH3:12]>>[Cl:1][c:2]1[cH:3][c:4]([CH:5]=[O:6])[cH:7][cH:8][c:9]1[O:10][CH3:13]. The reactants are OC1=CC=C(C=C1)N(C(C1=CC=C(C=C1)CCC)=O)C1=CC=C(C=C1)O (N,N-bis(4-hydroxyphenyl)-4-propylbenzamide), FC=1C=C(C(=O)N(C2=CC=C(C=C2)O)C2=CC=C(C=C2)O)C=CC1O (3-fluoro-4-hydroxy-N,N-bis(4-hydroxyphenyl)-benzamide), FC=1C=C(C(=O)N(C2=CC=CC=C2)C2=CC=C(C=C2)O)C=CC1O (3-fluoro-4-hydroxy-N-(4-hydroxyphenyl)-N-phenylbenzamide), FC=1C=C(C(=O)N(C2=CC=C(C=C2)O)C2=CC=C(C=C2)F)C=CC1O (3-fluoro-N-(4-fluorophenyl)-4-hydroxy-N-(4-hydroxyphenyl)benzamide), OC1=CC=C(C=C1)N(C(C1=C(C(=CC=C1)C)C)=O)C1=CC=C(C=C1)O (N,N-bis(4-hydroxyphenyl)-2,3-dimethylbenzamide), FC=1C(=C(C(=O)N(C2=CC=C(C=C2)O)C2=CC=C(C=C2)O)C=CC1)C (3-fluoro-N,N-bis(4-hydroxyphenyl)-2-methylbenzamide). The product is C(C1=CC=CC=C1)OC1=CC=C(C=C1)NC1=CC=C(C=C1)OC (N-(4-Benzyloxyphenyl)-N-4-methoxyphenylamine). RXN SMILES: [OH:1][C:2]1[CH:7]=[CH:6][C:5]([N:8]([C:20]2[CH:25]=[CH:24][C:23]([OH:26])=[CH:22][CH:21]=2)C(=O)C2C=CC(CCC)=CC=2)=[CH:4][CH:3]=1.F[C:28]1[CH:29]=[C:30]([CH:48]=[CH:49][C:50]=1O)[C:31](N(C1C=CC(F)=CC=1)C1C=CC(O)=CC=1)=O.O[C:53]1C=CC(N(C2C=CC(O)=CC=2)C(=O)C2C=CC=C(C)C=2C)=CC=1.FC1C=C(C=CC=1O)C(N(C1C=CC(O)=CC=1)C1C=CC(O)=CC=1)=O.FC1C=C(C=CC=1O)C(N(C1C=CC(O)=CC=1)C1C=CC=CC=1)=O.FC1C(C)=C(C=CC=1)C(N(C1C=CC(O)=CC=1)C1C=CC(O)=CC=1)=O>>[CH2:31]([O:26][C:23]1[CH:22]=[CH:21][C:20]([NH:8][C:5]2[CH:4]=[CH:3][C:2]([O:1][CH3:53])=[CH:7][CH:6]=2)=[CH:25][CH:24]=1)[C:30]1[CH:48]=[CH:49][CH:50]=[CH:28][CH:29]=1. Reported procedure: The following compounds where synthesized as described herein above and characterized and summarized in Table 1: N,N-bis(4-hydroxyphenyl)-4-propylbenzamide (II); 3-fluoro-N-(4-fluorophenyl)-4-hydroxy-N-(4-hydroxyphenyl)benzamide (IV); N,N-bis(4-hydroxyphenyl)-2,3-dimethylbenzamide (V); 3-fluoro-4-hydroxy-N,N-bis(4-hydroxyphenyl)-benzamide (VII); 3-fluoro-4-hydroxy-N-(4-hydroxyphenyl)-N-phenylbenzamide (XI); and 3-fluoro-N,N-bis(4-hydroxyphenyl)-2-methylbenzamide (XII). Starting materials: N=C(c1ccccc1)c1ccccc1, CC(=O)OC(C)C, Cc1ccccc1, COC(=O)NC1Cc2ccc(Br)cc2C1, C[O-], [Na+], O=C(C=Cc1ccccc1)C=Cc1ccccc1, O=C(C=Cc1ccccc1)C=Cc1ccccc1, O=C(C=Cc1ccccc1)C=Cc1ccccc1, O, [Pd], [Pd], c1ccc(P(c2ccccc2)c2ccc3ccccc3c2-c2c(P(c3ccccc3)c3ccccc3)ccc3ccccc23)cc1. Yields the product COC(=O)NC1Cc2ccc(N=C(c3ccccc3)c3ccccc3)cc2C1. Reaction SMILES: [C:16]([c:17]1[cH:18][cH:19][cH:20][cH:21][cH:22]1)([c:23]1[cH:24][cH:25][cH:26][cH:27][cH:28]1)=[NH:29].[C:79]([O:80][CH:81]([CH3:82])[CH3:83])(=[O:84])[CH3:85].[CH3:143][c:144]1[cH:145][cH:146][cH:147][cH:148][cH:149]1.[CH3:1][O:2][C:3]([NH:4][CH:5]1[CH2:6][c:7]2[cH:8][cH:9][c:10]([Br:14])[cH:11][c:12]2[CH2:13]1)=[O:15].[CH3:76][O-:77].[Na+:78].[O:106]=[C:107]([CH:108]=[CH:109][c:110]1[cH:111][cH:112][cH:113][cH:114][cH:115]1)[CH:116]=[CH:117][c:118]1[cH:119][cH:120][cH:121][cH:122][cH:123]1.[O:124]=[C:125]([CH:126]=[CH:127][c:128]1[cH:129][cH:130][cH:131][cH:132][cH:133]1)[CH:134]=[CH:135][c:136]1[cH:137][cH:138][cH:139][cH:140][cH:141]1.[O:88]=[C:89]([CH:90]=[CH:91][c:92]1[cH:93][cH:94][cH:95][cH:96][cH:97]1)[CH:98]=[CH:99][c:100]1[cH:101][cH:102][cH:103][cH:104][cH:105]1.[OH2:142].[Pd:86].[Pd:87].[c:30]1([P:31]([c:32]2[cH:33][cH:34][cH:35][cH:36][cH:37]2)[c:38]2[cH:39][cH:40][c:41]3[c:42]([cH:43][cH:44][cH:45][cH:46]3)[c:47]2-[c:48]2[c:49]3[c:50]([cH:51][cH:52][cH:53][cH:54]3)[cH:55][cH:56][c:57]2[P:58]([c:59]2[cH:60][cH:61][cH:62][cH:63][cH:64]2)[c:65]2[cH:66][cH:67][cH:68][cH:69][cH:70]2)[cH:71][cH:72][cH:73][cH:74][cH:75]1>>[CH3:1][O:2][C:3]([NH:4][CH:5]1[CH2:6][c:7]2[cH:8][cH:9][c:10]([N:29]=[C:16]([c:17]3[cH:18][cH:19][cH:20][cH:21][cH:22]3)[c:23]3[cH:24][cH:25][cH:26][cH:27][cH:28]3)[cH:11][c:12]2[CH2:13]1)=[O:15]. Reactants: C([O-])(O)=O.[Na+] (Sodium bicarbonate), C1NCCC2=C1NC1=CC=CC=C21 (1, 2, 3, 4-tetrahydro-9H-pyrido[3, 4-b]indole), C[C@H]1N(S(OC1)(=O)=O)C1=NC=CC=C1 ((R)-4-methyl-3-(pyridin-2-yl)-[1, 2, 3]-oxathiazolidine-2, 2-dioxide), S(O)(O)(=O)=O (sulfuric acid). Run in CN(C=O)C (dimethylformamide). Run at time 2 hour. The product is C[C@H](CN1CC=2NC3=CC=CC=C3C2CC1)NC1=NC=CC=C1 ((R)-[1-methyl-2-(1, 3, 4, 9-tetrahydro-2H-pyrido [3, 4-b]indol-2-yl)-ethyl]-pyridin-2-yl-amine). Isolated yield 98.3%. As a reaction SMILES: [CH2:1]1[C:6]2[NH:7][C:8]3[C:13]([C:5]=2[CH2:4][CH2:3][NH:2]1)=[CH:12][CH:11]=[CH:10][CH:9]=3.[CH3:14][C@@H:15]1[CH2:19]OS(=O)(=O)[N:16]1[C:22]1[CH:27]=[CH:26][CH:25]=[CH:24][N:23]=1.S(=O)(=O)(O)O.C(=O)(O)[O-].[Na+]>CN(C)C=O>[CH3:14][C@@H:15]([NH:16][C:22]1[CH:27]=[CH:26][CH:25]=[CH:24][N:23]=1)[CH2:19][N:2]1[CH2:3][CH2:4][C:5]2[C:13]3[C:8](=[CH:9][CH:10]=[CH:11][CH:12]=3)[NH:7][C:6]=2[CH2:1]1 |f:3.4|. Procedure: A mixture of 1, 2, 3, 4-tetrahydro-9H-pyrido[3, 4-b]indole (1.7 g, 9.8 mmol) and (R)-4-methyl-3-(pyridin-2-yl)-[1, 2, 3]-oxathiazolidine-2, 2-dioxide (1.90 g, 8.9 mmol) in 30 ml of anhydrous dimethylformamide was stirred under nitrogen at room temperature for two hours. The dimethylformamide was removed under reduced pressure and the residue was dissolved in 15 ml of tetrahydrofuran plus 5 ml of water. Concentrated sulfuric acid (470 μl, 8.9 mmol) was added dropwise and the reaction stirred at r... Reactants: IC=1C=C(N)C=C(C1)OC1=C(C=CC=C1)OC (3-iodo-5-(2-methoxyphenoxy)aniline), Cl (HCl), N(=O)[O-].[Na+] (NaNO2), O (H2O), Cl (HCl). The reagents and catalysts are Cl[Cu] (CuCl). The solvent is [Cl-].[Na+].O (brine). Run at temperature 80 celsius, time 30 minute. The product is ClC1=CC(=CC(=C1)OC1=C(C=CC=C1)OC)I (1-chloro-3-iodo-5-(2-methoxyphenoxy)benzene). Isolated yield 42.0%. RXN SMILES: [I:1][C:2]1[CH:3]=[C:4]([CH:6]=[C:7]([O:9][C:10]2[CH:15]=[CH:14][CH:13]=[CH:12][C:11]=2[O:16][CH3:17])[CH:8]=1)N.N([O-])=O.[Na+].O.[ClH:23]>[Cl-].[Na+].O.Cl[Cu]>[Cl:23][C:4]1[CH:6]=[C:7]([O:9][C:10]2[CH:15]=[CH:14][CH:13]=[CH:12][C:11]=2[O:16][CH3:17])[CH:8]=[C:2]([I:1])[CH:3]=1 |f:1.2,5.6.7|. Procedure: 8 (3.4 g, 9.9 mmol) was suspended in concentrated HCl (17 mL) at 0° C. and stirred for 30 min. After this period, a solution of NaNO2 in H2O (0.6 g in 9.2 mL, 19 mmol) was added dropwise. Then the resulting mixture was stirred for 1 h at room temperature. This solution was added over 30 min to a solution of CuCl (16.6 g, 40 mmol) in concentrated HCl (17.0 mL) at 65° C. After addition, the mixture was heated at 80° C. for 30 minutes. The mixture was allowed to cool to room temperature before addi... The reactants are [Br-], C1CCOC1, Cc1ccccc1[Mg+], N#Cc1cccc(-c2ccncc2C=O)c1. The product is Cc1ccccc1C(O)c1cnccc1-c1cccc(C#N)c1. Reaction SMILES: [Br-:17].[CH2:26]1[O:27][CH2:28][CH2:29][CH2:30]1.[CH3:18][c:19]1[c:20]([Mg+:25])[cH:21][cH:22][cH:23][cH:24]1.[CH:1](=[O:2])[c:3]1[cH:4][n:5][cH:6][cH:7][c:8]1-[c:9]1[cH:10][c:11]([C:12]#[N:13])[cH:14][cH:15][cH:16]1>>[CH:1]([OH:2])([c:3]1[cH:4][n:5][cH:6][cH:7][c:8]1-[c:9]1[cH:10][c:11]([C:12]#[N:13])[cH:14][cH:15][cH:16]1)[c:20]1[c:19]([CH3:18])[cH:24][cH:23][cH:22][cH:21]1.